Task: describe an organic reaction: reactants, conditions, products, and yield. Dataset: the Open Reaction Database (ORD), a public repository of structured organic reaction records The reactants are NC=1C=CC(=CC1O)C (6-amino-m-cresol), BrC(C(=O)Br)(C)C (2-bromoisobutyryl bromide). Run in ClC(C)Cl (dichloroethane). Run at time 3 hour. Product: CC1(OC2=C(NC1=O)C=CC(=C2)C)C (2,2,7-Trimethyl-4H-benzo[1,4]oxazin-3-one). RXN SMILES: [NH2:1][C:2]1[CH:3]=[CH:4][C:5]([CH3:9])=[CH:6][C:7]=1[OH:8].Br[C:11]([CH3:16])([CH3:15])[C:12](Br)=[O:13]>ClC(Cl)C>[CH3:15][C:11]1([CH3:16])[C:12](=[O:13])[NH:1][C:2]2[CH:3]=[CH:4][C:5]([CH3:9])=[CH:6][C:7]=2[O:8]1. Reported procedure: A solution of 6-amino-m-cresol (10 g, 81.2 mmol) in dichloroethane (100 mL) was treated with 11.1 mL of 2-bromoisobutyryl bromide (89.3 mmol). The reaction was allowed to stir at room temperature for 3 hours, then refluxed overnight. The reaction was cooled to room temperature and filtered through celite. The filtrate and washings were combined and excess solvent removed to yield crude product which was then triturated with hexanes to give pure product as a white solid. MS (electrospray): mass c... The reactants are OCC1C(CN(C1)C(=O)OCC)NC (ethyl 4-hydroxymethyl-3-methylaminopyrrolidine-1-carboxylate), Ba(OH)2.8H2O. Procedure details: 34 g (0.168 mol) of ethyl 4-hydroxymethyl-3-methylaminopyrrolidine-1-carboxylate are heated under reflux with 100 g of Ba(OH)2.8H2O in 400 ml of water overnight. The BaCO3 is filtered off with suction, the filtrate is concentrated and the residue is boiled up ten times with 100 ml of dioxane each time. The dioxane solutions are filtered, the filtrate is concentrated and the residue is distilled. Run in O (water). The product is OCC1C(CNC1)NC (4-Hydroxymethyl-3-methylaminopyrrolidine). Reaction SMILES: [OH:1][CH2:2][CH:3]1[CH2:7][N:6](C(OCC)=O)[CH2:5][CH:4]1[NH:13][CH3:14]>O>[OH:1][CH2:2][CH:3]1[CH2:7][NH:6][CH2:5][CH:4]1[NH:13][CH3:14].